This data is from the Open Reaction Database (ORD), a public repository of structured organic reaction records. The task is: describe an organic reaction: reactants, conditions, products, and yield Reactants: CS(=O)(=O)N1Cc2ccccc2C12CCNCC2, Cc1ccc(-c2oncc2C(=O)Cl)cc1, ClCCl. Yields the product Cc1ccc(-c2oncc2C(=O)N2CCC3(CC2)c2ccccc2CN3S(C)(=O)=O)cc1. RXN SMILES: [CH3:16][S:17](=[O:18])(=[O:19])[N:20]1[C:21]2([c:22]3[cH:23][cH:24][cH:25][cH:26][c:27]3[CH2:28]1)[CH2:29][CH2:30][NH:31][CH2:32][CH2:33]2.[CH3:1][c:2]1[cH:3][cH:4][c:5](-[c:8]2[c:9]([C:13](=[O:14])[Cl:15])[cH:10][n:11][o:12]2)[cH:6][cH:7]1.[Cl:34][CH2:35][Cl:36]>>[CH3:1][c:2]1[cH:3][cH:4][c:5](-[c:8]2[c:9]([C:13](=[O:14])[N:31]3[CH2:30][CH2:29][C:21]4([N:20]([S:17]([CH3:16])(=[O:18])=[O:19])[CH2:28][c:27]5[c:22]4[cH:23][cH:24][cH:25][cH:26]5)[CH2:33][CH2:32]3)[cH:10][n:11][o:12]2)[cH:6][cH:7]1. Starting materials: CN(C(=O)Cl)c1ccccc1, O=[N+]([O-])c1ccc(-c2ccn(O)n2)cc1. Yields the product CN(C(=O)On1ccc(-c2ccc([N+](=O)[O-])cc2)n1)c1ccccc1. RXN SMILES: [CH3:16][N:17]([C:18](=[O:19])[Cl:20])[c:21]1[cH:22][cH:23][cH:24][cH:25][cH:26]1.[OH:1][n:2]1[n:3][c:4](-[c:7]2[cH:8][cH:9][c:10]([N+:13](=[O:14])[O-:15])[cH:11][cH:12]2)[cH:5][cH:6]1>>[O:1]([n:2]1[n:3][c:4](-[c:7]2[cH:8][cH:9][c:10]([N+:13](=[O:14])[O-:15])[cH:11][cH:12]2)[cH:5][cH:6]1)[C:18]([N:17]([CH3:16])[c:21]1[cH:22][cH:23][cH:24][cH:25][cH:26]1)=[O:19]. Starting materials: FC(C(=O)NC1(CC(C1)(CO)O)C1=CC=C(C=C1)C1=NC=2C=CN3C(C2C=C1C1=CC=CC=C1)=NN=C3C3=NC=CC=N3)(F)F (2,2,2-trifluoro-N-(3-hydroxy-3-(hydroxymethyl)-1-{-4-[9-phenyl-3-(2-pyrimidinyl)[1,2,4]triazolo[3,4-f]-1,6-naphthyridin-8-yl]phenyl}cyclobutyl)acetamide), [OH-].[Na+] (NaOH). Run in CCO (EtOH). Product: NC1(CC(C1)(O)CO)C1=CC=C(C=C1)C1=NC=2C=CN3C(C2C=C1C1=CC=CC=C1)=NN=C3C3=NC=CC=N3 (3-amino1-(hydroxymethyl)-3-{4-[9-phenyl-3-(2-pyrimidinyl)[1,2,4]triazolo[3,4-f]-1,6-naphthyridin-8-yl]phenyl}cyclobutanol). Reaction SMILES: FC(F)(F)C([NH:5][C:6]1([C:13]2[CH:18]=[CH:17][C:16]([C:19]3[C:28]([C:29]4[CH:34]=[CH:33][CH:32]=[CH:31][CH:30]=4)=[CH:27][C:26]4[C:25]5=[N:35][N:36]=[C:37]([C:38]6[N:43]=[CH:42][CH:41]=[CH:40][N:39]=6)[N:24]5[CH:23]=[CH:22][C:21]=4[N:20]=3)=[CH:15][CH:14]=2)[CH2:9][C:8]([OH:12])([CH2:10][OH:11])[CH2:7]1)=O.[OH-].[Na+]>CCO>[NH2:5][C:6]1([C:13]2[CH:18]=[CH:17][C:16]([C:19]3[C:28]([C:29]4[CH:30]=[CH:31][CH:32]=[CH:33][CH:34]=4)=[CH:27][C:26]4[C:25]5=[N:35][N:36]=[C:37]([C:38]6[N:43]=[CH:42][CH:41]=[CH:40][N:39]=6)[N:24]5[CH:23]=[CH:22][C:21]=4[N:20]=3)=[CH:15][CH:14]=2)[CH2:9][C:8]([CH2:10][OH:11])([OH:12])[CH2:7]1 |f:1.2|. Procedure details: To a mixture of 2,2,2-trifluoro-N-(3-hydroxy-3-(hydroxymethyl)-1-{4-[9-phenyl-3-(2-primidinyl)[1,2,4]triazolo[3,4-f]-1,6-naphthyridin-8-yl]phenyl}cyclobutyl)acetamide (4-14) (5 mg, 0.009 mmol) in EtOH (6 mL) was added NaOH (5M in water, 0.5 mL, 0.50 mmol), and the mixture was refluxed for 3 hours. The solvent was removed under reduced pressure, and the residue was purified by preparative TLC eluting with 5% MeOH in CHCl3 to give 3-amino1-(hydroxymethyl)-3-{4-[9-phenyl-3-(2-pyrimidinyl)[1,2,4]tri... Reactants: O=C(O)CCCCCCCCC1=CC(Br)CC1=O, CC(C)=O, O, [OH]. The product is O=C(O)CCCCCCCCC1=CC(O)CC1=O. As a reaction SMILES: [Br:1][CH:2]1[CH:3]=[C:4]([CH2:8][CH2:9][CH2:10][CH2:11][CH2:12][CH2:13][CH2:14][CH2:15][C:16](=[O:17])[OH:18])[C:5](=[O:7])[CH2:6]1.[CH3:19][C:20]([CH3:21])=[O:22].[OH2:24].[OH:23]>>[CH:2]1([OH:22])[CH:3]=[C:4]([CH2:8][CH2:9][CH2:10][CH2:11][CH2:12][CH2:13][CH2:14][CH2:15][C:16](=[O:17])[OH:18])[C:5](=[O:7])[CH2:6]1.